From a dataset of the Open Reaction Database (ORD), a public repository of structured organic reaction records. describe an organic reaction: reactants, conditions, products, and yield The reactants are N1[C@H](CCC1)COC=1C(=NC=CC1)C(=O)OCC ((R)-ethyl 3-(pyrrolidin-2-ylmethoxy)picolinate), FC([C@@H]1CC[C@H](CC1)C(=O)O)(F)F (trans-4-(trifluoromethyl)cyclohexanecarboxylic acid), COC=1C=C(C(=NC1)C(=O)O)OC[C@@H]1N(CCC1)C(=O)[C@@H]1CC[C@H](CC1)C(F)(F)F (5-methoxy-3-(((R)-1-(trans-4-(trifluoromethyl)cyclohexanecarbonyl)pyrrolidin-2-yl)methoxy)picolinic acid). Yields the product FC([C@@H]1CC[C@H](CC1)C(=O)N1[C@H](CCC1)COC=1C(=NC=CC1)C(=O)OCC)(F)F (ethyl 3-(((R)-1-(trans-4-(trifluoromethyl)cyclohexanecarbonyl)pyrrolidin-2-yl)methoxy)picolinate). Reaction SMILES: [NH:1]1[CH2:5][CH2:4][CH2:3][C@@H:2]1[CH2:6][O:7][C:8]1[C:9]([C:14]([O:16][CH2:17][CH3:18])=[O:15])=[N:10][CH:11]=[CH:12][CH:13]=1.[F:19][C:20]([F:31])([F:30])[C@H:21]1[CH2:26][CH2:25][C@H:24]([C:27](O)=[O:28])[CH2:23][CH2:22]1.COC1C=C(OC[C@H]2CCCN2C([C@H]2CC[C@H](C(F)(F)F)CC2)=O)C(C(O)=O)=NC=1>>[F:19][C:20]([F:30])([F:31])[C@H:21]1[CH2:22][CH2:23][C@H:24]([C:27]([N:1]2[CH2:5][CH2:4][CH2:3][C@@H:2]2[CH2:6][O:7][C:8]2[C:9]([C:14]([O:16][CH2:17][CH3:18])=[O:15])=[N:10][CH:11]=[CH:12][CH:13]=2)=[O:28])[CH2:25][CH2:26]1. Procedure details: The title compound was prepared according to the procedure described in Step 5 of EXAMPLE 31 using (R)-ethyl 3-(pyrrolidin-2-ylmethoxy)picolinate bis(trifluoroactetic acid) salt (EXAMPLE 34 Step 1) and trans-4-(trifluoromethyl)cyclohexanecarboxylic acid instead of ammonium chloride and 5-methoxy-3-(((R)-1-(trans-4-(trifluoromethyl)cyclohexanecarbonyl)pyrrolidin-2-yl)methoxy)picolinic acid. The reactants are CC(=O)O[BH-](OC(C)=O)OC(C)=O, CC(=O)O, CC=O, ClCCCl, CN1CCN(C2CCC(n3nc(-c4ccc(N)c(F)c4)c4c(N)ncnc43)CC2)CC1, [Na+]. Yields the product CCNc1ccc(-c2nn(C3CCC(N4CCN(C)CC4)CC3)c3ncnc(N)c23)cc1F. RXN SMILES: [C:39]([O:40][BH-:41]([O:42][C:43](=[O:44])[CH3:45])[O:46][C:47](=[O:48])[CH3:49])(=[O:50])[CH3:51].[CH3:35][C:36](=[O:37])[OH:38].[CH:32]([CH3:33])=[O:34].[Cl:53][CH2:54][CH2:55][Cl:56].[NH2:1][c:2]1[c:3]([F:31])[cH:4][c:5](-[c:8]2[n:9][n:10]([CH:18]3[CH2:19][CH2:20][CH:21]([N:24]4[CH2:25][CH2:26][N:27]([CH3:30])[CH2:28][CH2:29]4)[CH2:22][CH2:23]3)[c:11]3[n:12][cH:13][n:14][c:15]([NH2:17])[c:16]23)[cH:6][cH:7]1.[Na+:52]>>[NH:1]([c:2]1[c:3]([F:31])[cH:4][c:5](-[c:8]2[n:9][n:10]([CH:18]3[CH2:19][CH2:20][CH:21]([N:24]4[CH2:25][CH2:26][N:27]([CH3:30])[CH2:28][CH2:29]4)[CH2:22][CH2:23]3)[c:11]3[n:12][cH:13][n:14][c:15]([NH2:17])[c:16]23)[cH:6][cH:7]1)[CH2:32][CH3:33].